This data is from the Open Reaction Database (ORD), a public repository of structured organic reaction records. The task is: describe an organic reaction: reactants, conditions, products, and yield The reactants are B(O)O (boronic acid), CN1C(CC[C@@]2(C3=C(CC[C@@H]12)C=C(C=C3)Br)C)=O ((+)-(4aR)-(10bR)-4-methyl-8-bromo-10b-methyl-1,2,3,4,4a,5,6,10b-octahydrobenzo[f]quinolin-3-one), FC=1C=C(C=CC1F)B(O)O (3,4-difluorophenylboronic acid), C([O-])([O-])=O.[Na+].[Na+] (sodium carbonate). The reagents and catalysts are [Pd] (palladium), [Pd].C1(=CC=CC=C1)P(C1=CC=CC=C1)C1=CC=CC=C1.C1(=CC=CC=C1)P(C1=CC=CC=C1)C1=CC=CC=C1.C1(=CC=CC=C1)P(C1=CC=CC=C1)C1=CC=CC=C1.C1(=CC=CC=C1)P(C1=CC=CC=C1)C1=CC=CC=C1 (tetrakis (triphenylphosphine) palladium (0)). Run in C1CCOC1 (THF), C(Cl)(Cl)Cl (chloroform). Product: CN1C(CC[C@@]2(C3=C(CC[C@@H]12)C=C(C=C3)C3=CC(=C(C=C3)F)F)C)=O ((+)-(4aR)-(10bR)-4-methyl-8-(3,4-difluorophenyl)-10b-methyl-1,2,3,4,4a,5,6,10b-octahydrobenzo[f]quinolin-3-one). Yield: 58.6%. Reaction SMILES: [CH3:1][N:2]1[C@H:11]2[C@@:6]([CH3:17])([C:7]3[CH:15]=[CH:14][C:13](Br)=[CH:12][C:8]=3[CH2:9][CH2:10]2)[CH2:5][CH2:4][C:3]1=[O:18].[F:19][C:20]1[CH:21]=[C:22](B(O)O)[CH:23]=[CH:24][C:25]=1[F:26].C(=O)([O-])[O-].[Na+].[Na+].B(O)O>C(Cl)(Cl)Cl.[Pd].C1(P(C2C=CC=CC=2)C2C=CC=CC=2)C=CC=CC=1.C1(P(C2C=CC=CC=2)C2C=CC=CC=2)C=CC=CC=1.C1(P(C2C=CC=CC=2)C2C=CC=CC=2)C=CC=CC=1.C1(P(C2C=CC=CC=2)C2C=CC=CC=2)C=CC=CC=1.[Pd].C1COCC1>[CH3:1][N:2]1[C@H:11]2[C@@:6]([CH3:17])([C:7]3[CH:15]=[CH:14][C:13]([C:23]4[CH:22]=[CH:21][C:20]([F:19])=[C:25]([F:26])[CH:24]=4)=[CH:12][C:8]=3[CH2:9][CH2:10]2)[CH2:5][CH2:4][C:3]1=[O:18] |f:2.3.4,7.8.9.10.11|. Procedure details: A 15 mL round bottom flask was charged with (+)-(4aR)-(10bR)-4-methyl-8-bromo-10b-methyl-1,2,3,4,4a,5,6,10b-octahydrobenzo[f]quinolin-3-one (200 mg, 0.65 mmol), tetrakis (triphenylphosphine) palladium (0) (23 mg, 0.02 mmol), 3,4-difluorophenylboronic acid (123 mg, 0.78 mmol),0.65 mL of 2M sodium carbonate solution and 2 mL of THF, fitted with a reflux condenser, and the stirred mixture was heated at 80°, under nitrogen, for 24 h. Additional palladium reagent and boronic acid was added, and the m... The reactants are C(C)OC(=O)C=1C=NN(C1)C1=NC2=CC=C(C=C2C(N1COCC[Si](C)(C)C)=O)I (1-[6-iodo-4-oxo-3-(2-trimethylsilanyl-ethoxymethyl)-3,4-dihydro-quinazolin-2-yl]-1H-pyrazole-4-carboxylic acid ethyl ester), product, ClC1=CC=C(C=C1)B(O)O (4-chlorophenylboronic acid). Yields the product ClC1=CC=C(C=C1)C=1C=C2C(NC(=NC2=CC1)N1N=CC(=C1)C(=O)O)=O (1-[6-(4-Chloro-phenyl)-4-oxo-3,4-dihydro-quinazolin-2-yl]-1H-pyrazole-4-carboxylic acid). RXN SMILES: C([O:3][C:4]([C:6]1[CH:7]=[N:8][N:9]([C:11]2[N:20](COCC[Si](C)(C)C)[C:19](=[O:29])[C:18]3[C:13](=[CH:14][CH:15]=[C:16](I)[CH:17]=3)[N:12]=2)[CH:10]=1)=[O:5])C.[Cl:31][C:32]1[CH:37]=[CH:36][C:35](B(O)O)=[CH:34][CH:33]=1>>[Cl:31][C:32]1[CH:37]=[CH:36][C:35]([C:16]2[CH:17]=[C:18]3[C:13](=[CH:14][CH:15]=2)[N:12]=[C:11]([N:9]2[CH:10]=[C:6]([C:4]([OH:3])=[O:5])[CH:7]=[N:8]2)[NH:20][C:19]3=[O:29])=[CH:34][CH:33]=1. Procedure: The titled compound was prepared in a manner analogous to Example 69, steps C-E, using 1-[6-iodo-4-oxo-3-(2-trimethylsilanyl-ethoxymethyl)-3,4-dihydro-quinazolin-2-yl]-1H-pyrazole-4-carboxylic acid ethyl ester (Example 69 product from step B) and 4-chlorophenylboronic acid in step C. MS (ESI): mass calcd. for C18H11ClN4O3, 366.1; m/z found, 367.0 [M+H]+. 1H NMR (600 MHz, DMSO-d6): 13.02 (s, 1H), 12.95 (s, 1H), 8.99 (s, 1H), 8.28 (s, 2H), 8.05 (d, J=8.5 Hz, 1H), 7.81 (s, 1H), 7.67 (t, J=7.9 Hz, 1...